describe an organic reaction: reactants, conditions, products, and yield From a dataset of the Open Reaction Database (ORD), a public repository of structured organic reaction records. As a reaction SMILES: [C:1]([C:5]1[N:10]=[CH:9][C:8]([C:11]2[N:12]([C:32]([N:34]3[CH2:39][CH2:38][CH:37]([C:40]([OH:42])=O)[CH2:36][CH2:35]3)=[O:33])[C@@:13]([C:25]3[CH:30]=[CH:29][C:28]([Cl:31])=[CH:27][CH:26]=3)([CH3:24])[C@@:14]([C:17]3[CH:22]=[CH:21][C:20]([Cl:23])=[CH:19][CH:18]=3)([CH3:16])[N:15]=2)=[C:7]([O:43][CH2:44][CH3:45])[CH:6]=1)([CH3:4])([CH3:3])[CH3:2].Cl.[NH2:47][CH2:48][CH2:49][S:50]([CH3:53])(=[O:52])=[O:51]>>[CH3:53][S:50]([CH2:49][CH2:48][NH:47][C:40]([CH:37]1[CH2:38][CH2:39][N:34]([C:32]([N:12]2[C@@:13]([C:25]3[CH:30]=[CH:29][C:28]([Cl:31])=[CH:27][CH:26]=3)([CH3:24])[C@@:14]([C:17]3[CH:22]=[CH:21][C:20]([Cl:23])=[CH:19][CH:18]=3)([CH3:16])[N:15]=[C:11]2[C:8]2[CH:9]=[N:10][C:5]([C:1]([CH3:2])([CH3:4])[CH3:3])=[CH:6][C:7]=2[O:43][CH2:44][CH3:45])=[O:33])[CH2:35][CH2:36]1)=[O:42])(=[O:52])=[O:51] |f:1.2|. The reactants are C(C)(C)(C)C1=CC(=C(C=N1)C=1N([C@]([C@](N1)(C)C1=CC=C(C=C1)Cl)(C)C1=CC=C(C=C1)Cl)C(=O)N1CCC(CC1)C(=O)O)OCC (1-[(4S,5R)-2-(6-tert-butyl-4-ethoxy-pyridin-3-yl)-4,5-bis-(4-chloro-phenyl)-4,5-dimethyl-4,5-dihydro-imidazole-1-carbonyl]-piperidine-4-carboxylic acid), Cl.NCCS(=O)(=O)C (2-aminoethyl methylsulfone hydrochloride). The product is CS(=O)(=O)CCNC(=O)C1CCN(CC1)C(=O)N1C(=N[C@@]([C@@]1(C)C1=CC=C(C=C1)Cl)(C)C1=CC=C(C=C1)Cl)C=1C=NC(=CC1OCC)C(C)(C)C (1-[(4S,5R)-2-(6-tert-Butyl-4-ethoxy-pyridin-3-yl)-4,5-bis-(4-chloro-phenyl)-4,5-dimethyl-4,5-dihydro-imidazole-1-carbonyl]-piperidine-4-carboxylic acid (2-methanesulfonyl-ethyl)-amide). Procedure details: In a manner analogous to the method described in example 163, 1-[(4S,5R)-2-(6-tert-butyl-4-ethoxy-pyridin-3-yl)-4,5-bis-(4-chloro-phenyl)-4,5-dimethyl-4,5-dihydro-imidazole-1-carbonyl]-piperidine-4-carboxylic acid, was coupled with 2-aminoethyl methylsulfone hydrochloride (Array) to give the title compound. HR-MS (ES, m/z) calculated for C38H48Cl2N5O5S [(M+H)+] 756.2748, observed 756.2749. Reactants: C(CCCC#CCC#CCC#CCCCCCCCC)(=O)O (5,8,11-eicosatriynoic acid), C1=CN(C=N1)C(=O)N2C=CN=C2 (CDI), OC1=CC=C(N)C=C1 (para-hydroxyaniline). The solvent is O (Water). Run at time 24 hour. Product: OC1=CC=C(C=C1)NC(CCCC#CCC#CCC#CCCCCCCCC)=O (N-(para-hydroxyphenyl)-5,8,11-eicosatriynamide). Isolated yield 65.2%. Reaction SMILES: [C:1]([OH:22])(=O)[CH2:2][CH2:3][CH2:4][C:5]#[C:6][CH2:7][C:8]#[C:9][CH2:10][C:11]#[C:12][CH2:13][CH2:14][CH2:15][CH2:16][CH2:17][CH2:18][CH2:19][CH3:20].C1N=CN(C(N2C=NC=C2)=O)C=1.[OH:35][C:36]1[CH:42]=[CH:41][C:39]([NH2:40])=[CH:38][CH:37]=1>O>[OH:35][C:36]1[CH:42]=[CH:41][C:39]([NH:40][C:1](=[O:22])[CH2:2][CH2:3][CH2:4][C:5]#[C:6][CH2:7][C:8]#[C:9][CH2:10][C:11]#[C:12][CH2:13][CH2:14][CH2:15][CH2:16][CH2:17][CH2:18][CH2:19][CH3:20])=[CH:38][CH:37]=1. Procedure details: In the same manner as in the above example, the intermediate formed from 1 g of 5,8,11-eicosatriynoic acid and 0.7 g of CDI is treated with 0.727 g of para-hydroxyaniline. The medium is then stirred for 24 hours at room temperature. Water is then added gradually to the mixture until all the product formed precipitates. It is drained and dried and then recrystallized in isopropyl ether. 0.85 g of N-(para-hydroxyphenyl)-5,8,11-eicosatriynamide is obtained in the form of beige-white crystals of mel... Starting materials: methyl ester, BrCC(=O)O (bromoacetic acid), ClC1=CC(=C(C=C1)O)C(C1=CC=CC=C1)=O (4-chloro-2-benzoylphenol), [H-].[Na+] (sodium hydride), ice water. The solvent is CN(C)C=O (DMF). Reaction conditions: time 30 minute. Product: methyl ester, ClC1=CC(=C(OCC(=O)O)C=C1)C(C1=CC=CC=C1)=O (4-chloro-2-benzoylphenoxyacetic acid). As a reaction SMILES: [Cl:1][C:2]1[CH:7]=[CH:6][C:5]([OH:8])=[C:4]([C:9](=[O:16])[C:10]2[CH:15]=[CH:14][CH:13]=[CH:12][CH:11]=2)[CH:3]=1.[H-].[Na+].Br[CH2:20][C:21]([OH:23])=[O:22]>CN(C=O)C>[Cl:1][C:2]1[CH:7]=[CH:6][C:5]([O:8][CH2:20][C:21]([OH:23])=[O:22])=[C:4]([C:9](=[O:16])[C:10]2[CH:15]=[CH:14][CH:13]=[CH:12][CH:11]=2)[CH:3]=1 |f:1.2|. Reported procedure: To a solution of 4-chloro-2-benzoylphenol (1.95 g) in DMF (30 ml) was added sodium hydride (60% oil) (400 mg). The mixture was stirred for 30 minutes at room temperature, to which was then added methyl ester of bromoacetic acid (1.0 ml). The mixture was stirred for 2 hours under cooling with ice-water. The reaction mixture was concentrated, to which was added ethyl acetate. The mixture was washed with water, which was then dried. The solvent was distilled off, and the residue was purified by mea... Reactants: COC([C@@H](NC([C@@H](NC([C@@H](NC(C1=CC=CC=C1)(C1=CC=CC=C1)C1=CC=CC=C1)CSC(C1=CC=CC=C1)(C1=CC=CC=C1)C1=CC=CC=C1)=O)CC1=CC=C(C=C1)O)=O)CC1=CC=CC=C1)=O (N,S-ditrityl-cysteinyl-tyrosyl-phenylalanine methyl ester). Run in C(C)(=O)O (acetic acid), O (Water), O (water). Reaction conditions: temperature 45 celsius, time 1.5 hour. Yields the product COC([C@@H](NC([C@@H](NC([C@@H](N)CSC(C1=CC=CC=C1)(C1=CC=CC=C1)C1=CC=CC=C1)=O)CC1=CC=C(C=C1)O)=O)CC1=CC=CC=C1)=O ((S-trityl)cysteinyl-tyrosyl-phenylalanine methyl ester). Reaction SMILES: [CH3:1][O:2][C:3](=[O:69])[C@H:4]([CH2:62][C:63]1[CH:68]=[CH:67][CH:66]=[CH:65][CH:64]=1)[NH:5][C:6](=[O:61])[C@H:7]([CH2:53][C:54]1[CH:59]=[CH:58][C:57]([OH:60])=[CH:56][CH:55]=1)[NH:8][C:9](=[O:52])[C@H:10]([CH2:31][S:32][C:33]([C:46]1[CH:51]=[CH:50][CH:49]=[CH:48][CH:47]=1)([C:40]1[CH:45]=[CH:44][CH:43]=[CH:42][CH:41]=1)[C:34]1[CH:39]=[CH:38][CH:37]=[CH:36][CH:35]=1)[NH:11]C(C1C=CC=CC=1)(C1C=CC=CC=1)C1C=CC=CC=1>C(O)(=O)C.O>[CH3:1][O:2][C:3](=[O:69])[C@H:4]([CH2:62][C:63]1[CH:64]=[CH:65][CH:66]=[CH:67][CH:68]=1)[NH:5][C:6](=[O:61])[C@H:7]([CH2:53][C:54]1[CH:59]=[CH:58][C:57]([OH:60])=[CH:56][CH:55]=1)[NH:8][C:9](=[O:52])[C@H:10]([CH2:31][S:32][C:33]([C:46]1[CH:47]=[CH:48][CH:49]=[CH:50][CH:51]=1)([C:34]1[CH:39]=[CH:38][CH:37]=[CH:36][CH:35]=1)[C:40]1[CH:45]=[CH:44][CH:43]=[CH:42][CH:41]=1)[NH2:11]. Reported procedure: Water (445 ml) is added dropwise to a solution of N,S-ditrityl-cysteinyl-tyrosyl-phenylalanine methyl ester (21.9 g, 23.5 mmoles, described in Example 1) in glacial acetic acid (1780 ml) at room temperature. The solution is stirred at 45° C for 1.5 hour and diluted with water (2200 ml). The precipitate is removed by filtration and the filtrate is evaporated. The last traces of acetic acid are removed by repeated evaporation with benzene to give (S-trityl)cysteinyl-tyrosyl-phenylalanine methyl es... Reactants: CCI, COC1C(=O)NC(=S)NC1=O, [Na+], [OH-], O. The product is CCSC1=NC(=O)C(OC)C(=O)N1. RXN SMILES: [CH2:1]([CH3:2])[I:3].[CH3:4][O:5][CH:6]1[C:7](=[O:14])[NH:8][C:9](=[S:13])[NH:10][C:11]1=[O:12].[Na+:16].[OH-:15].[OH2:17]>>[CH2:1]([CH3:2])[S:13][C:9]1=[N:10][C:11](=[O:12])[CH:6]([O:5][CH3:4])[C:7](=[O:14])[NH:8]1. Reactants: C(#C)C1=CC=C(N)C=C1 (4-ethynylaniline), C1(=CC(=CC=C1)N=C=O)C (m-tolyl isocyanate). Run in C1CCOC1 (THF). Run at time 3 hour. Product: C(#C)C1=CC=C(C=C1)NC(=O)NC1=CC(=CC=C1)C (1-(4-ethynylphenyl)-3-(3-methylphenyl)urea). As a reaction SMILES: [C:1]([C:3]1[CH:9]=[CH:8][C:6]([NH2:7])=[CH:5][CH:4]=1)#[CH:2].[C:10]1([CH3:19])[CH:15]=[CH:14][CH:13]=[C:12]([N:16]=[C:17]=[O:18])[CH:11]=1>C1COCC1>[C:1]([C:3]1[CH:9]=[CH:8][C:6]([NH:7][C:17]([NH:16][C:12]2[CH:13]=[CH:14][CH:15]=[C:10]([CH3:19])[CH:11]=2)=[O:18])=[CH:5][CH:4]=1)#[CH:2]. Procedure details: To a solution of 4-ethynylaniline (1.308 g, 11.18 mmol, 1 eq) in anhydrous THF (20 mL) under nitrogen atmosphere at room temperature was added dropwise m-tolyl isocyanate (1.684 mL, 1.2 eq). The yellow reaction solution was stirred at room temperature for 3 hours. The reaction was then partitioned between EtOAc and aq NH4Cl. The organic layer was isolated, washed with saturated aq NaHCO3, brine, and dried with anhydrous sodium sulfate. The upper solvent layer was decanted and concentrated. The r... The reactants are ClCCl, CC(C)(C)OC(=O)N=NC(=O)OC(C)(C)C, OCCCN1CCCC1, Nc1ncc(-c2ccc(O)cc2)cc1-c1nc2cccnc2o1, CN(C)C=O, c1ccc(P(c2ccccc2)c2ccccc2)cc1. The product is Nc1ncc(-c2ccc(OCCCN3CCCC3)cc2)cc1-c1nc2cccnc2o1. As a reaction SMILES: [Cl:68][CH2:69][Cl:70].[N:1]([C:2]([O:3][C:4]([CH3:5])([CH3:6])[CH3:7])=[O:8])=[N:9][C:10]([O:11][C:12]([CH3:13])([CH3:14])[CH3:15])=[O:16].[N:59]1([CH2:64][CH2:65][CH2:66][OH:67])[CH2:60][CH2:61][CH2:62][CH2:63]1.[NH2:17][c:18]1[c:19](-[c:31]2[o:32][c:33]3[n:34][cH:35][cH:36][cH:37][c:38]3[n:39]2)[cH:20][c:21](-[c:24]2[cH:25][cH:26][c:27]([OH:30])[cH:28][cH:29]2)[cH:22][n:23]1.[O:71]=[CH:72][N:73]([CH3:74])[CH3:75].[c:40]1([P:41]([c:42]2[cH:43][cH:44][cH:45][cH:46][cH:47]2)[c:48]2[cH:49][cH:50][cH:51][cH:52][cH:53]2)[cH:54][cH:55][cH:56][cH:57][cH:58]1>>[NH2:17][c:18]1[c:19](-[c:31]2[o:32][c:33]3[n:34][cH:35][cH:36][cH:37][c:38]3[n:39]2)[cH:20][c:21](-[c:24]2[cH:25][cH:26][c:27]([O:30][CH2:66][CH2:65][CH2:64][N:59]3[CH2:60][CH2:61][CH2:62][CH2:63]3)[cH:28][cH:29]2)[cH:22][n:23]1.